From a dataset of the Open Reaction Database (ORD), a public repository of structured organic reaction records. describe an organic reaction: reactants, conditions, products, and yield Starting materials: C1CCOC1, [Li]CCCC, Cc1nnnn1C, O=C(c1ccccc1)c1ccccc1. Yields the product Cn1nnnc1CC(O)(c1ccccc1)c1ccccc1. RXN SMILES: [CH2:27]1[O:28][CH2:29][CH2:30][CH2:31]1.[CH2:8]([Li:9])[CH2:10][CH2:11][CH3:12].[CH3:1][n:2]1[n:3][n:4][n:5][c:6]1[CH3:7].[O:13]=[C:14]([c:15]1[cH:16][cH:17][cH:18][cH:19][cH:20]1)[c:21]1[cH:22][cH:23][cH:24][cH:25][cH:26]1>>[CH3:1][n:2]1[n:3][n:4][n:5][c:6]1[CH2:7][C:14]([OH:13])([c:15]1[cH:16][cH:17][cH:18][cH:19][cH:20]1)[c:21]1[cH:22][cH:23][cH:24][cH:25][cH:26]1. RXN SMILES: [CH2:16]([CH2:17][CH3:18])[NH:19][CH2:20][CH2:21][CH3:22].[Cl:1][c:2]1[n:3][c:4]2[cH:5][cH:6][cH:7][c:8]([O:14][CH3:15])[c:9]2[c:10](=[O:13])[n:11]1[CH3:12].[O:23]1[CH2:24][CH2:25][CH2:26][CH2:27]1.[OH2:28]>>[c:2]1([N:19]([CH2:16][CH2:17][CH3:18])[CH2:20][CH2:21][CH3:22])[n:3][c:4]2[cH:5][cH:6][cH:7][c:8]([O:14][CH3:15])[c:9]2[c:10](=[O:13])[n:11]1[CH3:12]. Starting materials: CCCNCCC, COc1cccc2nc(Cl)n(C)c(=O)c12, C1CCOC1, O. Yields the product CCCN(CCC)c1nc2cccc(OC)c2c(=O)n1C. Yields the product CCCCSC(Cc1ccc(Cl)cc1Cl)n1ccnc1. RXN SMILES: [CH2:1]([CH2:2][CH2:3][CH3:4])[SH:5].[CH3:28][OH:29].[CH3:30][CH2:31][O:32][C:33](=[O:34])[CH3:35].[CH3:6][O-:7].[Cl:10][CH:11]([CH2:12][c:13]1[c:14]([Cl:20])[cH:15][c:16]([Cl:19])[cH:17][cH:18]1)[n:21]1[cH:22][n:23][cH:24][cH:25]1.[ClH:9].[NH4+:27].[Na+:8].[OH-:26].[OH2:36]>>[CH2:1]([CH2:2][CH2:3][CH3:4])[S:5][CH:11]([CH2:12][c:13]1[c:14]([Cl:20])[cH:15][c:16]([Cl:19])[cH:17][cH:18]1)[n:21]1[cH:22][n:23][cH:24][cH:25]1. The reactants are CCCCS, CO, CCOC(C)=O, C[O-], Clc1ccc(CC(Cl)n2ccnc2)c(Cl)c1, Cl, [NH4+], [Na+], [OH-], O. Conditions: time 10 minute. As a reaction SMILES: [C:1](=O)([O-])[O-].[K+].[K+].CI.[CH3:9][O:10][C:11]1[C:16]([O:17][CH3:18])=[CH:15][C:14]([C:19]2[S:23][C:22]([SH:24])=[N:21][N:20]=2)=[C:13]([N+:25]([O-:27])=[O:26])[CH:12]=1>CN(C)C=O.C(OCC)(=O)C>[CH3:9][O:10][C:11]1[C:16]([O:17][CH3:18])=[CH:15][C:14]([C:19]2[S:23][C:22]([S:24][CH3:1])=[N:21][N:20]=2)=[C:13]([N+:25]([O-:27])=[O:26])[CH:12]=1 |f:0.1.2|. Reactants: C([O-])([O-])=O.[K+].[K+] (Potassium carbonate), CI (methyl iodide), COC1=CC(=C(C=C1OC)C1=NN=C(S1)S)[N+](=O)[O-] (5-(4,5-dimethoxy-2-nitrophenyl)-1,3,4-thiadiazole-2-thiol). Yields the product COC1=CC(=C(C=C1OC)C=1SC(=NN1)SC)[N+](=O)[O-] (2-(4,5-Dimethoxy-2-nitrophenyl)-5-methylthio-1,3,4-thiadiazole). The solvent is CN(C=O)C (N,N-dimethylformamide), C(C)(=O)OCC (ethyl acetate). The yield is 87.6%. Procedure details: Potassium carbonate (13.8 mg, 1.0 mmol) and 0.0624 ml (1.0 mmol) of methyl iodide were added to a solution of 150 mg (0.510 mmol) of 5-(4,5-dimethoxy-2-nitrophenyl)-1,3,4-thiadiazole-2-thiol produced in Reference Example 2 in N,N-dimethylformamide (2 ml), and the mixture was stirred at room temperature for 10 min. The mixture was diluted with 30 ml of ethyl acetate, and the diluted solution was washed with 30 ml of a 10% aqueous ammonium chloride solution and 30 ml of saturated brine. The organi... Starting materials: Cc1c(Br)cccc1CCO, CC(C)(C)[Si](C)(C)Cl, CN(C)C=O, c1c[nH]cn1. The product is Cc1c(Br)cccc1CCO[Si](C)(C)C(C)(C)C. As a reaction SMILES: [Br:1][c:2]1[c:3]([CH3:11])[c:4]([CH2:8][CH2:9][OH:10])[cH:5][cH:6][cH:7]1.[C:17]([CH3:18])([CH3:19])([CH3:20])[Si:21]([Cl:22])([CH3:23])[CH3:24].[O:25]=[CH:26][N:27]([CH3:28])[CH3:29].[nH:12]1[cH:13][cH:14][n:15][cH:16]1>>[Br:1][c:2]1[c:3]([CH3:11])[c:4]([CH2:8][CH2:9][O:10][Si:21]([C:17]([CH3:18])([CH3:19])[CH3:20])([CH3:23])[CH3:24])[cH:5][cH:6][cH:7]1.